From a dataset of the Open Reaction Database (ORD), a public repository of structured organic reaction records. describe an organic reaction: reactants, conditions, products, and yield Starting materials: CS(=O)(=O)Cl (CH3SO2Cl), C(Cl)(Cl)Cl.CO (CHCl3 methanol), [Si](C)(C)(C(C)(C)C)OCCOC1=CC=C(C=C1)NC1=NC=C(C(=N1)NC=1C=C(C=CC1)NC(C(CO)O)=O)F (N-(3-((2-((4-(2-((tert-butyldimethylsilyl)oxy)ethoxy)phenyl)amino)-5-fluoropyrimidin-4-yl)amino)phenyl)-2,3-dihydroxypropanamide), TEA, C(=O)(O)[O-].[Na+] (NaHCO3). Run in C1CCOC1 (THF), C1CCOC1 (THF), O (water). Conditions: temperature 0 celsius, time 3 hour. Yields the product CS(=O)(=O)OCC(C(=O)NC1=CC(=CC=C1)NC1=NC(=NC=C1F)NC1=CC=C(C=C1)OCCO[Si](C)(C)C(C)(C)C)O (3-((3-((2-((4-(2-((tert-butyldimethylsilyl)oxy)ethoxy)phenyl)amino)-5-fluoropyrimidin-4-yl)amino)phenyl)amino)-2-hydroxy-3-oxopropyl methanesulfonate). The yield is 10.5%. Reaction SMILES: [Si:1]([O:8][CH2:9][CH2:10][O:11][C:12]1[CH:17]=[CH:16][C:15]([NH:18][C:19]2[N:24]=[C:23]([NH:25][C:26]3[CH:27]=[C:28]([NH:32][C:33](=[O:38])[CH:34]([OH:37])[CH2:35][OH:36])[CH:29]=[CH:30][CH:31]=3)[C:22]([F:39])=[CH:21][N:20]=2)=[CH:14][CH:13]=1)([C:4]([CH3:7])([CH3:6])[CH3:5])([CH3:3])[CH3:2].[CH3:40][S:41](Cl)(=[O:43])=[O:42].C(Cl)(Cl)Cl.CO.C([O-])(O)=O.[Na+]>C1COCC1.O>[CH3:40][S:41]([O:36][CH2:35][CH:34]([OH:37])[C:33]([NH:32][C:28]1[CH:29]=[CH:30][CH:31]=[C:26]([NH:25][C:23]2[C:22]([F:39])=[CH:21][N:20]=[C:19]([NH:18][C:15]3[CH:14]=[CH:13][C:12]([O:11][CH2:10][CH2:9][O:8][Si:1]([C:4]([CH3:7])([CH3:5])[CH3:6])([CH3:3])[CH3:2])=[CH:17][CH:16]=3)[N:24]=2)[CH:27]=1)=[O:38])(=[O:43])=[O:42] |f:2.3,4.5|. Procedure details: In a 25 mL 3-neck RBF equipped with a calcium chloride guard tube, N-(3-((2-((4-(2-((tert-butyldimethylsilyl)oxy)ethoxy)phenyl)amino)-5-fluoropyrimidin-4-yl)amino)phenyl)-2,3-dihydroxypropanamide (2.0 g), in THF (25 mL), was added TEA (0.724 g). The reaction mixture was cooled to 0° C. and a solution of CH3SO2Cl (0.491 g) in THF was added dropwise. The reaction mixture was stirred at room temperature for 3 hr. The reaction was monitored on TLC using CHCl3:methanol (9:1) as mobile phase. After co... The reactants are CCOCC, CC1CCC(C(C)C)C(C(=O)O)C1, O=S(Cl)Cl. Product: CC1CCC(C(C)C)C(C(=O)Cl)C1. Reaction SMILES: [CH2:18]([O:19][CH2:20][CH3:21])[CH3:22].[CH:1]1([CH3:13])[CH2:2][CH:3]([C:10](=[O:11])[OH:12])[CH:4]([CH:7]([CH3:8])[CH3:9])[CH2:5][CH2:6]1.[S:14]([Cl:15])([Cl:16])=[O:17]>>[CH:1]1([CH3:13])[CH2:2][CH:3]([C:10](=[O:11])[Cl:16])[CH:4]([CH:7]([CH3:8])[CH3:9])[CH2:5][CH2:6]1. Starting materials: CCOC(=O)C(C)Br, Oc1cccc(Br)c1, O=C([O-])[O-], CCOCC, [Cs+], [Cs+], CN(C)C=O. The product is CCOC(=O)C(C)Oc1cccc(Br)c1. Reaction SMILES: [Br:15][CH:16]([C:17](=[O:18])[O:19][CH2:20][CH3:21])[CH3:22].[Br:7][c:8]1[cH:9][c:10]([OH:14])[cH:11][cH:12][cH:13]1.[C:1](=[O:2])([O-:3])[O-:4].[CH3:28][CH2:29][O:30][CH2:31][CH3:32].[Cs+:5].[Cs+:6].[O:23]=[CH:24][N:25]([CH3:26])[CH3:27]>>[Br:7][c:8]1[cH:9][c:10]([O:14][CH:16]([C:17](=[O:18])[O:19][CH2:20][CH3:21])[CH3:22])[cH:11][cH:12][cH:13]1.